From a dataset of the Open Reaction Database (ORD), a public repository of structured organic reaction records. describe an organic reaction: reactants, conditions, products, and yield Starting materials: CC(C)(C)C(=O)O, CC(Nc1cncc(-n2cnc3cc(N)ccc32)n1)c1ccccc1. The product is CC(Nc1cncc(-n2cnc3cc(NC(=O)C(C)(C)C)ccc32)n1)c1ccccc1. Reaction SMILES: [CH3:26][C:27]([CH3:28])([CH3:29])[C:30]([OH:31])=[O:32].[c:1]1([CH:7]([CH3:8])[NH:9][c:10]2[cH:11][n:12][cH:13][c:14](-[n:16]3[cH:17][n:18][c:19]4[c:20]3[cH:21][cH:22][c:23]([NH2:25])[cH:24]4)[n:15]2)[cH:2][cH:3][cH:4][cH:5][cH:6]1>>[c:1]1([CH:7]([CH3:8])[NH:9][c:10]2[cH:11][n:12][cH:13][c:14](-[n:16]3[cH:17][n:18][c:19]4[c:20]3[cH:21][cH:22][c:23]([NH:25][C:30]([C:27]([CH3:26])([CH3:28])[CH3:29])=[O:31])[cH:24]4)[n:15]2)[cH:2][cH:3][cH:4][cH:5][cH:6]1. The reactants are CC1=C(C=C(C=C1)C1=NOC(=N1)C1CN(C1)C(=O)OC)NC(=O)C1=CN=C2N1C=C(C=C2)COS(=O)(=O)C (methyl 3-(3-(4-methyl-3-(6-(((methylsulfonyl)oxy)methyl)imidazo[1,2-a]pyridine-3-carboxamido)phenyl)-1,2,4-oxadiazol-5-yl)azetidine-1-carboxylate), C(=O)([O-])[O-].[K+].[K+] (K2CO3), FC(CO)F (2,2-difluoroethanol). Yields the product FC(COCC=1C=CC=2N(C1)C(=CN2)C(=O)NC=2C=C(C=CC2C)C2=NOC(=N2)C2CN(C2)C(=O)OC)F (methyl 3-(3-(3-(6((2,2-difluoroethoxy)methyl)imidazo[1,2-a]pyridine-3-carboxamido)-4-methylphenyl)-1,2,4-oxadiazol-5-yl)azetidine-1-carboxylate). As a reaction SMILES: [CH3:1][C:2]1[CH:7]=[CH:6][C:5]([C:8]2[N:12]=[C:11]([CH:13]3[CH2:16][N:15]([C:17]([O:19][CH3:20])=[O:18])[CH2:14]3)[O:10][N:9]=2)=[CH:4][C:3]=1[NH:21][C:22]([C:24]1[N:28]2[CH:29]=[C:30]([CH2:33][O:34]S(C)(=O)=O)[CH:31]=[CH:32][C:27]2=[N:26][CH:25]=1)=[O:23].C([O-])([O-])=O.[K+].[K+].[F:45][CH:46]([F:49])[CH2:47]O>>[F:45][CH:46]([F:49])[CH2:47][O:34][CH2:33][C:30]1[CH:31]=[CH:32][C:27]2[N:28]([C:24]([C:22]([NH:21][C:3]3[CH:4]=[C:5]([C:8]4[N:12]=[C:11]([CH:13]5[CH2:16][N:15]([C:17]([O:19][CH3:20])=[O:18])[CH2:14]5)[O:10][N:9]=4)[CH:6]=[CH:7][C:2]=3[CH3:1])=[O:23])=[CH:25][N:26]=2)[CH:29]=1 |f:1.2.3|. Procedure details: Methyl 3-(3-(4-methyl-3-(6-(((methylsulfonyl)oxy)methyl)imidazo[1,2-a]pyridine-3-carboxamido)phenyl)-1,2,4-oxadiazol-5-yl)azetidine-1-carboxylate (133) (15.0 mg, 0.028 mmol) and K2CO3 (8.3 mg, 0.06 mmol) in 2,2-difluoroethanol (0.5 mL) was heated at 120° C. for 5 minutes. The reaction mixture was purified by preparative HPLC to afford methyl 3-(3-(3-(6-((2,2-difluoroethoxy)methyl)imidazo[1,2-a]pyridine-3-carboxamido)-4-methylphenyl)-1,2,4-oxadiazol-5-yl)azetidine-1-carboxylate (F95). MS m/z 527.... Reactants: BrC1=C2C=CC=CC2=C(C2=C1SC(=C2C)C)C2=CC(=C(C(=C2)C(C)C)O)C(C)C (4-(9-bromo-2,3-dimethyl-naphtho[2,3-b]thiophen-4-yl)-2,6-diisopropyl-phenol), ClS(=O)(=O)C1=CC(=C(C(=O)O)C=C1)O (4-chlorosulphonyl-2-hydroxybenzoic acid). Product: BrC1=C2C=CC=CC2=C(C2=C1SC(=C2C)C)C2=CC(=C(OS(=O)(=O)C1=CC(=C(C(=O)O)C=C1)O)C(=C2)C(C)C)C(C)C (4-[4-(9-Bromo-2,3-dimethyl-naphtho[2,3-b]thiophen-4-yl)-2,6-diisopropyl-phenoxysulfonyl]-2-hydroxy-benzoic acid). Reaction SMILES: [Br:1][C:2]1[C:11]2[S:12][C:13]([CH3:16])=[C:14]([CH3:15])[C:10]=2[C:9]([C:17]2[CH:22]=[C:21]([CH:23]([CH3:25])[CH3:24])[C:20]([OH:26])=[C:19]([CH:27]([CH3:29])[CH3:28])[CH:18]=2)=[C:8]2[C:3]=1[CH:4]=[CH:5][CH:6]=[CH:7]2.Cl[S:31]([C:34]1[CH:42]=[CH:41][C:37]([C:38]([OH:40])=[O:39])=[C:36]([OH:43])[CH:35]=1)(=[O:33])=[O:32]>>[Br:1][C:2]1[C:11]2[S:12][C:13]([CH3:16])=[C:14]([CH3:15])[C:10]=2[C:9]([C:17]2[CH:22]=[C:21]([CH:23]([CH3:24])[CH3:25])[C:20]([O:26][S:31]([C:34]3[CH:42]=[CH:41][C:37]([C:38]([OH:40])=[O:39])=[C:36]([OH:43])[CH:35]=3)(=[O:33])=[O:32])=[C:19]([CH:27]([CH3:29])[CH3:28])[CH:18]=2)=[C:8]2[C:3]=1[CH:4]=[CH:5][CH:6]=[CH:7]2. Reported procedure: Using 4-(9-bromo-2,3-dimethyl-naphtho[2,3-b]thiophen-4-yl)-2,6-diisopropyl-phenol (0.291 g, 0.623 mmol) and 4-chlorosulphonyl-2-hydroxybenzoic acid (0.768 g, 3.24 mmol) the title compound was prepared according to the procedure in Example 1, step 9. Purification on Dynamax C18 eluting with 100% CH3CN (0.1% TFA added) gave 0.09 g (22%) of the title compound as a white solid, mp >225° C.; 1H NMR (DMSO-d6) δ 1.09 (t, 12 H), 1.54 (s, 3 H), 2.45 (s, 3 H), 3.14-3.22 (m, 2 H), 7.27 (s, 2 H), 7.41-7.46 ...